From a dataset of the Open Reaction Database (ORD), a public repository of structured organic reaction records. describe an organic reaction: reactants, conditions, products, and yield Reactants: C(C)N(C=NC1=C(C=C(C(=C1)C)O)C)C (N-ethyl-N′-(4-hydroxy-2,5-dimethylphenyl)-N-methylimidoformamide), C([O-])([O-])=O.[K+].[K+] (potassium carbonate), [Na+].[Cl-] (NaCl), ClC=1SC(=C(N1)C=O)Cl (2,5-dichloro-1,3-thiazole-4-carbaldehyde). The solvent is ClCCl (dichloromethane), CO (methanol), ClCCl (dichloromethane), CN(C)C=O (DMF). Conditions: time 30 minute. The product is ClC1=C(N=C(S1)OC1=CC(=C(C=C1C)N=CN(C)CC)C)C=O (N′-{4-[(5-chloro-4-formyl-1,3-thiazol-2-yl)oxy]-2,5-dimethylphenyl}-N-ethyl-N-methylimidoformamide). Yield: 75.8%. RXN SMILES: [CH2:1]([N:3]([CH3:15])[CH:4]=[N:5][C:6]1[CH:11]=[C:10]([CH3:12])[C:9]([OH:13])=[CH:8][C:7]=1[CH3:14])[CH3:2].C(=O)([O-])[O-].[K+].[K+].Cl[C:23]1[S:24][C:25]([Cl:30])=[C:26]([CH:28]=[O:29])[N:27]=1.[Na+].[Cl-]>CN(C=O)C.CO.ClCCl>[Cl:30][C:25]1[S:24][C:23]([O:13][C:9]2[C:10]([CH3:12])=[CH:11][C:6]([N:5]=[CH:4][N:3]([CH2:1][CH3:2])[CH3:15])=[C:7]([CH3:14])[CH:8]=2)=[N:27][C:26]=1[CH:28]=[O:29] |f:1.2.3,5.6|. Reported procedure: To a solution of 3.57 g (17 mmol) of N-ethyl-N′-(4-hydroxy-2,5-dimethylphenyl)-N-methylimidoformamide in 60 ml of DMF were added 2.51 g (18 mmol) of potassium carbonate and the mixture was stirred at ambient temperature for 30 min. Then 3.00 g (16.5 mmol) of 2,5-dichloro-1,3-thiazole-4-carbaldehyde were added and the mixture was stirred at ambient temperature for 7 days. Then the reaction mixture was poured on water, dichloromethane and some NaCl was added, layers were separated, the water layer... Reactants: C(C)(C)(C)OC(NCCCN(S(=O)(=O)C)CC1=CC(=CC=C1)C1=NC(=NC=C1)Cl)=O ((3-{[3-(2-Chloro-pyrimidin-4-yl)-benzyl]-methanesulfonyl-amino}-propyl)-carbamic acid tert-butyl ester), NCCC1=CC=C(C=C1)O (tyramine), 456. Product: NCCCN(S(=O)(=O)C)CC1=CC(=CC=C1)C1=NC(=NC=C1)NCCC1=CC=C(C=C1)O (N-(3-Amino-propyl)-N-(3-{2-[2-(4-hydroxy-phenyl)-ethylamino]-pyrimidin-4-yl}-benzyl)-methanesulfonamide). RXN SMILES: C(OC(=O)[NH:7][CH2:8][CH2:9][CH2:10][N:11]([CH2:16][C:17]1[CH:22]=[CH:21][CH:20]=[C:19]([C:23]2[CH:28]=[CH:27][N:26]=[C:25](Cl)[N:24]=2)[CH:18]=1)[S:12]([CH3:15])(=[O:14])=[O:13])(C)(C)C.[NH2:31][CH2:32][CH2:33][C:34]1[CH:39]=[CH:38][C:37]([OH:40])=[CH:36][CH:35]=1>>[NH2:7][CH2:8][CH2:9][CH2:10][N:11]([CH2:16][C:17]1[CH:22]=[CH:21][CH:20]=[C:19]([C:23]2[CH:28]=[CH:27][N:26]=[C:25]([NH:31][CH2:32][CH2:33][C:34]3[CH:39]=[CH:38][C:37]([OH:40])=[CH:36][CH:35]=3)[N:24]=2)[CH:18]=1)[S:12]([CH3:15])(=[O:13])=[O:14]. Reported procedure: Intermediate 4 from above was coupled with tyramine following procedure F and the resulting product deprotected following procedure G. LC-MS showed the product had the expected M+H+ of 456. 1H NMR (Varian 300 MHz, DMSO-d6, shifts relative to the solvent peak at 2.49 ppm) δ 8.5 (d, 1H) 8.1 (m, 2H) 8.0 (s, 2H) 7.6 (m, 2H) 7.4 s, 1H) 7.0 (d, 2H) 6.7 (d, 2H) 4.5 (s, 2H) 3.6 (m, 2H) 3.2 (m, 2H) 3.0 (s, 3H) 2.8 (m, 2H) 2.7 (m, 2H) 1.8 (m, 2H).